Dataset: the Open Reaction Database (ORD), a public repository of structured organic reaction records. Task: describe an organic reaction: reactants, conditions, products, and yield Procedure: A mixture of 2-chloro-9-methyl-6-morpholin-4-yl-8-(3-morpholin-4-yl-azetidin-1-ylmethyl)-9H-purine (83 mg, 0.20 mmol), 2-isopropylbenzimidazole (39 mg, 0.24 mmol), tris(dibenzylideneacetone)dipalladium (9 mg, 0.01 mmol), Xphos (19 mg, 0.04 mmol) and Cs2CO3 (133 mg, 0.41 mmol) in dioxane (2 mL) was purged with argon then heated at 145° C. for 30 min in a microwave reactor. The reaction mixture was filtered through a pad of celite, washing with EtOAc. The filtrate was concentrated in vacuo and pur... The yield is 67.7%. Conditions: temperature 145 celsius. Run in O1CCOCC1 (dioxane). Reactants: ClC1=NC(=C2N=C(N(C2=N1)C)CN1CC(C1)N1CCOCC1)N1CCOCC1 (2-chloro-9-methyl-6-morpholin-4-yl-8-(3-morpholin-4-yl-azetidin-1-ylmethyl)-9H-purine), C(C)(C)C=1NC2=C(N1)C=CC=C2 (2-isopropylbenzimidazole), CC(C)C1=CC(=C(C(=C1)C(C)C)C2=C(C=CC=C2)P(C3CCCCC3)C4CCCCC4)C(C)C (Xphos), C(=O)([O-])[O-].[Cs+].[Cs+] (Cs2CO3). Product: C(C)(C)C1=NC2=C(N1C1=NC(=C3N=C(N(C3=N1)C)CN1CC(C1)N1CCOCC1)N1CCOCC1)C=CC=C2 (4-(1-((2-(2-isopropyl-1H-benzo[d]imidazol-1-yl)-9-methyl-6-morpholino-9H-purin-8-yl)methyl)azetidin-3-yl)morpholine). Reagents/catalysts: C=1C=CC(=CC1)/C=C/C(=O)/C=C/C2=CC=CC=C2.C=1C=CC(=CC1)/C=C/C(=O)/C=C/C2=CC=CC=C2.C=1C=CC(=CC1)/C=C/C(=O)/C=C/C2=CC=CC=C2.[Pd].[Pd] (tris(dibenzylideneacetone)dipalladium). As a reaction SMILES: Cl[C:2]1[N:10]=[C:9]2[C:5]([N:6]=[C:7]([CH2:12][N:13]3[CH2:16][CH:15]([N:17]4[CH2:22][CH2:21][O:20][CH2:19][CH2:18]4)[CH2:14]3)[N:8]2[CH3:11])=[C:4]([N:23]2[CH2:28][CH2:27][O:26][CH2:25][CH2:24]2)[N:3]=1.[CH:29]([C:32]1[NH:33][C:34]2[CH:40]=[CH:39][CH:38]=[CH:37][C:35]=2[N:36]=1)([CH3:31])[CH3:30].CC(C1C=C(C(C)C)C(C2C=CC=CC=2P(C2CCCCC2)C2CCCCC2)=C(C(C)C)C=1)C.C([O-])([O-])=O.[Cs+].[Cs+]>O1CCOCC1.C1C=CC(/C=C/C(/C=C/C2C=CC=CC=2)=O)=CC=1.C1C=CC(/C=C/C(/C=C/C2C=CC=CC=2)=O)=CC=1.C1C=CC(/C=C/C(/C=C/C2C=CC=CC=2)=O)=CC=1.[Pd].[Pd]>[CH:29]([C:32]1[N:33]([C:2]2[N:10]=[C:9]3[C:5]([N:6]=[C:7]([CH2:12][N:13]4[CH2:14][CH:15]([N:17]5[CH2:22][CH2:21][O:20][CH2:19][CH2:18]5)[CH2:16]4)[N:8]3[CH3:11])=[C:4]([N:23]3[CH2:24][CH2:25][O:26][CH2:27][CH2:28]3)[N:3]=2)[C:34]2[CH:40]=[CH:39][CH:38]=[CH:37][C:35]=2[N:36]=1)([CH3:31])[CH3:30] |f:3.4.5,7.8.9.10.11|. Run at temperature 50 celsius, time 10 minute. Procedure: 85% Potassium hydroxide (0.79 g, 12.0 mmol) and toluene (20 ml) were added to (E)-2-(2-phenoxyphenyl)-2-methoxyiminoacetamide (2.70 g, 10.0 mmol) and dissolved by heating to 50° C. After 10 minutes, the solution was concentrated under reduced pressure. Toluene (20 ml) was added to the residue, and dimethyl sulfate (1.32 ml, 14.0 mmol) was added dropwise under ice-cooling and reacted at room temperature for 1 hour. After completion of the reaction, water (100 ml) was added. The mixture was extrct... The product is O(C1=CC=CC=C1)C1=C(C=CC=C1)\C(\C(=O)NC)=N/OC ((E)-2-(2-phenoxyphenyl)-2-methoxyimino-N-methylacetamide). Reaction SMILES: [OH-].[K+].[C:3]1(C)C=CC=CC=1.[O:10]([C:17]1[CH:22]=[CH:21][CH:20]=[CH:19][C:18]=1/[C:23](=[N:27]\[O:28][CH3:29])/[C:24]([NH2:26])=[O:25])[C:11]1[CH:16]=[CH:15][CH:14]=[CH:13][CH:12]=1.S(OC)(OC)(=O)=O>CCOCC.O>[O:10]([C:17]1[CH:22]=[CH:21][CH:20]=[CH:19][C:18]=1/[C:23](=[N:27]\[O:28][CH3:29])/[C:24]([NH:26][CH3:3])=[O:25])[C:11]1[CH:12]=[CH:13][CH:14]=[CH:15][CH:16]=1 |f:0.1|. Reactants: [OH-].[K+] (Potassium hydroxide), C1(=CC=CC=C1)C (toluene), O(C1=CC=CC=C1)C1=C(C=CC=C1)\C(\C(=O)N)=N/OC ((E)-2-(2-phenoxyphenyl)-2-methoxyiminoacetamide), C1(=CC=CC=C1)C (Toluene), S(=O)(=O)(OC)OC (dimethyl sulfate). Solvent: O (water), CCOCC (ether). Isolated yield 82.1%.